From a dataset of the Open Reaction Database (ORD), a public repository of structured organic reaction records. describe an organic reaction: reactants, conditions, products, and yield Starting materials: C(C1=CC=CC=C1)NNC1=C(C(=O)O)C=C(C=C1)Cl (2-(2-benzylhydrazino)-5-chlorobenzoic acid). Run in C(C)(=O)O (acetic acid), CCOCC (ether). The product is C(C1=CC=CC=C1)N1NC2=CC=C(C=C2C1=O)Cl (1,2-dihydro-2-benzyl-5-chloro-3H-indazol-3-one). Isolated yield 68.5%. RXN SMILES: [CH2:1]([NH:8][NH:9][C:10]1[CH:18]=[CH:17][C:16]([Cl:19])=[CH:15][C:11]=1[C:12](O)=[O:13])[C:2]1[CH:7]=[CH:6][CH:5]=[CH:4][CH:3]=1>C(O)(=O)C.CCOCC>[CH2:1]([N:8]1[C:12](=[O:13])[C:11]2[C:10](=[CH:18][CH:17]=[C:16]([Cl:19])[CH:15]=2)[NH:9]1)[C:2]1[CH:7]=[CH:6][CH:5]=[CH:4][CH:3]=1. Procedure details: A suspension of 2-(2-benzylhydrazino)-5-chlorobenzoic acid (2.5 g) in acetic acid (20 ml) was heated under reflux for 30 minutes. The solution was then cooled and diluted with ether. The solid which formed was recrystallised from ethanol to give 1,2-dihydro-2-benzyl-5-chloro-3H-indazol-3-one as a solid (1.6 g), m.p. 215-225° C. (dec.). Starting materials: O=C(O)C1CCC1, Cl, Cl, Cl, NC1CCC(CCN2CCN(c3nccc4c3OCC4)CC2)CC1. The product is O=C(NC1CCC(CCN2CCN(c3nccc4c3OCC4)CC2)CC1)C1CCC1. Reaction SMILES: [CH:28]1([C:32](=[O:33])[OH:34])[CH2:29][CH2:30][CH2:31]1.[ClH:1].[ClH:2].[ClH:3].[O:4]1[CH2:5][CH2:6][c:7]2[c:8]1[c:9]([N:13]1[CH2:14][CH2:15][N:16]([CH2:19][CH2:20][CH:21]3[CH2:22][CH2:23][CH:24]([NH2:27])[CH2:25][CH2:26]3)[CH2:17][CH2:18]1)[n:10][cH:11][cH:12]2>>[O:4]1[CH2:5][CH2:6][c:7]2[c:8]1[c:9]([N:13]1[CH2:14][CH2:15][N:16]([CH2:19][CH2:20][CH:21]3[CH2:22][CH2:23][CH:24]([NH:27][C:32]([CH:28]4[CH2:29][CH2:30][CH2:31]4)=[O:33])[CH2:25][CH2:26]3)[CH2:17][CH2:18]1)[n:10][cH:11][cH:12]2.